From a dataset of the Open Reaction Database (ORD), a public repository of structured organic reaction records. describe an organic reaction: reactants, conditions, products, and yield The reactants are ClC=1C=CC2=C(NC(=N2)C2=CC=CC=3C(C4=CC=CC=C4C23)=NO)C1 (4-(6-chloro-1H-benzimidazol-2-yl)-9H-fluoren-9-one oxime), C(C)O (ethanol), O (water). Reagents/catalysts: [Zn] (zinc), [Zn] (zinc). Run in C(C)(=O)O (acetic acid). Reaction conditions: time 1 hour. Yields the product ClC=1C=CC2=C(NC(=N2)C2=CC=CC=3C(C4=CC=CC=C4C23)N)C1 (4-(6-chloro-1H-benzimidazol-2-yl)-9H-fluorene-9(R,S)-amine). The yield is 83.1%. As a reaction SMILES: [Cl:1][C:2]1[CH:3]=[CH:4][C:5]2[N:9]=[C:8]([C:10]3[C:22]4[C:21]5[C:16](=[CH:17][CH:18]=[CH:19][CH:20]=5)[C:15](=[N:23]O)[C:14]=4[CH:13]=[CH:12][CH:11]=3)[NH:7][C:6]=2[CH:25]=1.C(O)C.O>C(O)(=O)C.[Zn]>[Cl:1][C:2]1[CH:3]=[CH:4][C:5]2[N:9]=[C:8]([C:10]3[C:22]4[C:21]5[C:16](=[CH:17][CH:18]=[CH:19][CH:20]=5)[CH:15]([NH2:23])[C:14]=4[CH:13]=[CH:12][CH:11]=3)[NH:7][C:6]=2[CH:25]=1. Procedure: Stir, at room temperature, a mixture of 345 mg of 4-(6-chloro-1H-benzimidazol-2-yl)-9H-fluoren-9-one oxime (Z, E) in a mixture of 2 ml of acetic acid, 2 ml of ethanol and 2 ml of water in the presence of 65 mg of powdered zinc. After 1 hour and 3 hours, add, each time, a further 65 mg of powdered zinc and maintain the stirring for approximately 4 hours. Add Celite, filter over sintered glass and wash the precipitate with 200 ml of a mixture of methanol and dichloromethane (20/80 by volume). The ... The reactants are C1C(CC2=CC=CC=C12)N(C1=CC=CC=C1)CCC1N(CCC1)C (Indan-2-yl-[2-(1-methyl-pyrrolidin-2-yl)-ethyl]phenylamine), CI (methyl iodide). Run in ClCCCl (DCE). Reaction conditions: time 16 hour. The product is [I-].C[N+]1(C(CCC1)CCN(C1=CC=CC=C1)C1CC2=CC=CC=C2C1)C (1,1-dimethyl-2-[2-((indan-2-yl)(phenyl)amino)ethyl]pyrrolidinium iodide). RXN SMILES: [CH2:1]1[C:9]2[C:4](=[CH:5][CH:6]=[CH:7][CH:8]=2)[CH2:3][CH:2]1[N:10]([CH2:17][CH2:18][CH:19]1[CH2:23][CH2:22][CH2:21][N:20]1[CH3:24])[C:11]1[CH:16]=[CH:15][CH:14]=[CH:13][CH:12]=1.[CH3:25][I:26]>ClCCCl>[I-:26].[CH3:24][N+:20]1([CH3:25])[CH2:21][CH2:22][CH2:23][CH:19]1[CH2:18][CH2:17][N:10]([CH:2]1[CH2:3][C:4]2[C:9](=[CH:8][CH:7]=[CH:6][CH:5]=2)[CH2:1]1)[C:11]1[CH:12]=[CH:13][CH:14]=[CH:15][CH:16]=1 |f:3.4|. Procedure: To a stirred solution of compound 19 (0.1 g, 0.31 mmol) in DCE (3 mL) was added methyl iodide (0.058 mL, 0.94 mmol) and the resulting mixture was stirred at rt for 16 hours. The reaction mixture was concentrated under reduced pressures and the crude material was purified by column chromatography on neutral alumina eluting with 1% methanol-DCM to provide 1,1-dimethyl-2-[2-((indan-2-yl)(phenyl)amino)ethyl]pyrrolidinium iodide. RXN SMILES: [C:1]([CH3:2])([CH3:3])([CH3:4])[O:5][C:6](=[O:7])[N:8]([CH3:9])[c:10]1[c:11]([CH2:16][C:17](=[O:18])[O:19][CH3:20])[cH:12][cH:13][cH:14][cH:15]1.[CH3:23][CH2:24][OH:25].[Na+:22].[OH-:21]>>[C:1]([CH3:2])([CH3:3])([CH3:4])[O:5][C:6](=[O:7])[N:8]([CH3:9])[c:10]1[c:11]([CH2:16][C:17](=[O:18])[OH:19])[cH:12][cH:13][cH:14][cH:15]1. The product is CN(C(=O)OC(C)(C)C)c1ccccc1CC(=O)O. The reactants are COC(=O)Cc1ccccc1N(C)C(=O)OC(C)(C)C, CCO, [Na+], [OH-]. Reactants: COC(=O)C(CC1=CC=CC=C1)N1C(C(C1C1=CC=CC=C1)OCC1=CC=CC=C1)=O (1-(1-methoxycarbonyl-2-phenylethyl)-3-benzyloxy-4-phenylazetidin-2-one), CO (methanol). The reagents and catalysts are [Pd] (Pd-C). Run at time 48 hour. The product is methyl ester, O[C@](NC(CCC1=CC=CC=C1)=O)(CC1=CC=CC=C1)C(=O)O (α-hydroxy-β-phenylpropionylphenylalanine). Yield: 100.0%. Reaction SMILES: C[O:2][C:3]([CH:5]([N:13]1[CH:16]([C:17]2[CH:22]=[CH:21][CH:20]=[CH:19][CH:18]=2)[CH:15](OCC2C=CC=CC=2)[C:14]1=[O:31])[CH2:6][C:7]1[CH:12]=[CH:11][CH:10]=[CH:9][CH:8]=1)=[O:4].C[OH:33]>[Pd]>[OH:33][C@@:5]([C:3]([OH:2])=[O:4])([CH2:6][C:7]1[CH:12]=[CH:11][CH:10]=[CH:9][CH:8]=1)[NH:13][C:14](=[O:31])[CH2:15][CH2:16][C:17]1[CH:22]=[CH:21][CH:20]=[CH:19][CH:18]=1. Procedure: According to the same procedure as in Example 1, 1-(1-methoxycarbonyl-2-phenylethyl)-3-benzyloxy-4-phenylazetidin-2-one (1.0 g.) was subjected to hydrogenolysis at 50° C. in methanol (50 ml.) under a hydrogen pressure of one atmosphere in the presence of a 10% Pd-C (255 mg.). The reaction was completed in 48 hours. The same after-treatment as in Example 1 was followed to give methyl ester of α-hydroxy-β-phenylpropionylphenylalanine (784 mg., yield: 100%), which was an oil. Reactants: FC=1C(=C(C=CC1)CC(=O)OCC)[N+](=O)[O-] (ethyl 2-(3-fluoro-2-nitrophenyl)acetate). Reagents/catalysts: [Fe] (iron). Run in CC(=O)O (AcOH). Conditions: temperature 60 celsius. Yields the product FC=1C=CC=C2CC(NC12)=O (7-fluoroindolin-2-one). Isolated yield 56.7%. RXN SMILES: [F:1][C:2]1[C:3]([N+:14]([O-])=O)=[C:4]([CH2:8][C:9](OCC)=[O:10])[CH:5]=[CH:6][CH:7]=1>[Fe].CC(O)=O>[F:1][C:2]1[CH:7]=[CH:6][CH:5]=[C:4]2[C:3]=1[NH:14][C:9](=[O:10])[CH2:8]2. Procedure details: To a 250 mL round bottom flask was added ethyl 2-(3-fluoro-2-nitrophenyl)acetate (3.1 g, 14 mmol), iron (3.8 g, 68 mmol), and 50 mL of AcOH. The reaction mixture was heated at 60° C. for 1 hour. The reaction mixture was concentrated and dissolved in 100 mL of EtOAc, filtered, and washed with 50 mL of a saturated NaHCO3 solution. The organic layer was concentrated and purified with silica gel column chromatography, eluting with 40% EtOAc/hexane to give 7-fluoroindolin-2-one (1.2 g, 58% yield) as ... Reactants: B, CSC, COCC(=O)NC(C1CCCCC1)C1(c2ccccc2)CCC1, C1CCOC1. Yields the product COCCNC(C1CCCCC1)C1(c2ccccc2)CCC1. Reaction SMILES: [BH3:4].[CH3:1][S:2][CH3:3].[CH:5]1([CH:11]([NH:12][C:13]([CH2:14][O:15][CH3:16])=[O:17])[C:18]2([c:22]3[cH:23][cH:24][cH:25][cH:26][cH:27]3)[CH2:19][CH2:20][CH2:21]2)[CH2:6][CH2:7][CH2:8][CH2:9][CH2:10]1.[O:28]1[CH2:29][CH2:30][CH2:31][CH2:32]1>>[CH:5]1([CH:11]([NH:12][CH2:13][CH2:14][O:15][CH3:16])[C:18]2([c:22]3[cH:23][cH:24][cH:25][cH:26][cH:27]3)[CH2:19][CH2:20][CH2:21]2)[CH2:6][CH2:7][CH2:8][CH2:9][CH2:10]1. Starting materials: OC1CCC(C2=C1SC=C2)CC(=O)N (4,5,6,7-tetrahydro-7-hydroxybenzo[b]thien-4-ylacetamide), [H-].[Na+] (sodium hydride), C(C1=CC=CC=C1)Cl (benzyl chloride), [H-].[Na+] (sodium hydride), CN(C=O)C (N,N-dimethylformamide). Run in O1CCCC1 (tetrahydrofuran), O1CCCC1 (tetrahydrofuran). The product is C(C1=CC=CC=C1)OC1CCC(C2=C1SC=C2)CC(=O)N (4,5,6,7-Tetrahydro-7-benzyloxybenzo[b]thien-4-ylacetamide). Reaction SMILES: [OH:1][CH:2]1[C:7]2[S:8][CH:9]=[CH:10][C:6]=2[CH:5]([CH2:11][C:12]([NH2:14])=[O:13])[CH2:4][CH2:3]1.[H-].[Na+].CN(C)C=O.[CH2:22](Cl)[C:23]1[CH:28]=[CH:27][CH:26]=[CH:25][CH:24]=1>O1CCCC1>[CH2:22]([O:1][CH:2]1[C:7]2[S:8][CH:9]=[CH:10][C:6]=2[CH:5]([CH2:11][C:12]([NH2:14])=[O:13])[CH2:4][CH2:3]1)[C:23]1[CH:28]=[CH:27][CH:26]=[CH:25][CH:24]=1 |f:1.2|. Procedure details: A sample (0.5 g) of 4,5,6,7-tetrahydro-7-hydroxybenzo[b]thien-4-ylacetamide is suspended in 20 ml of dry tetrahydrofuran under a nitrogen atmosphere and the mixture is cooled in an ice bath while 2.1 equivalents or 120 mg of 57% sodium hydride in an oil dispersion is added. The mixture is then stirred at room temperature for an hour and 5 ml of dry N,N-dimethylformamide is added to facilitate dissolution of the sodium hydride. After stirring for an hour, the mixture is cooled in an ice bath and ... The product is C1(CCCCC1)C1(OCC2=C1C=NC(=C2O)CN2CCCC2)C2=CC=CC=C2 (1,3-dihydro-3-cyclohexyl-3-phenyl-6-pyrrolidinomethyl-7-hydroxy-furo-(3,4-c)-pyridine). Procedure: The method of example 3 was repeated, but starting with 1,3-dihydro-3-cyclohexyl-3-phenyl-6-chloromethyl-7-benzoxy-furo-(3,4-c)-pyridine and with pyrrolidine instead of dimethylamine. Yield 67% of a yellow crystalline product melting at 204° C. (Tottoli), elemental analysis of which showed a good correspondence with the formula C24H30N2O4. Starting materials: C1(CCCCC1)C1(OCC2=C1C=NC(=C2OCC2=CC=CC=C2)CCl)C2=CC=CC=C2 (1,3-dihydro-3-cyclohexyl-3-phenyl-6-chloromethyl-7-benzoxy-furo-(3,4-c)-pyridine), N1CCCC1 (pyrrolidine). The yield is 67.0%. RXN SMILES: [CH:1]1([C:7]2([C:26]3[CH:31]=[CH:30][CH:29]=[CH:28][CH:27]=3)[C:11]3[CH:12]=[N:13][C:14]([CH2:24]Cl)=[C:15]([O:16]CC4C=CC=CC=4)[C:10]=3[CH2:9][O:8]2)[CH2:6][CH2:5][CH2:4][CH2:3][CH2:2]1.[NH:32]1[CH2:36][CH2:35][CH2:34][CH2:33]1>>[CH:1]1([C:7]2([C:26]3[CH:31]=[CH:30][CH:29]=[CH:28][CH:27]=3)[C:11]3[CH:12]=[N:13][C:14]([CH2:24][N:32]4[CH2:36][CH2:35][CH2:34][CH2:33]4)=[C:15]([OH:16])[C:10]=3[CH2:9][O:8]2)[CH2:2][CH2:3][CH2:4][CH2:5][CH2:6]1. Starting materials: C[S-], CCO, Fc1cc(CBr)cnc1Cl, [Na+]. Yields the product CSCc1cnc(Cl)c(F)c1. RXN SMILES: [CH3:11][S-:12].[CH3:14][CH2:15][OH:16].[Cl:1][c:2]1[n:3][cH:4][c:5]([CH2:9][Br:10])[cH:6][c:7]1[F:8].[Na+:13]>>[Cl:1][c:2]1[n:3][cH:4][c:5]([CH2:9][S:12][CH3:11])[cH:6][c:7]1[F:8]. Reactants: O=C([O-])O, O=C(CCN1CCc2ccc([N+](=O)[O-])cc2C1)OCc1ccccc1, CCO, [Na+], O, O, Cl[Sn](Cl)(Cl)Cl. Product: Nc1ccc2c(c1)CN(CCC(=O)OCc1ccccc1)CC2. Reaction SMILES: [C:33](=[O:34])([OH:35])[O-:36].[CH2:1]([c:2]1[cH:3][cH:4][cH:5][cH:6][cH:7]1)[O:8][C:9](=[O:10])[CH2:11][CH2:12][N:13]1[CH2:14][c:15]2[cH:16][c:17]([N+:23]([O-:24])=[O:25])[cH:18][cH:19][c:20]2[CH2:21][CH2:22]1.[CH3:38][CH2:39][OH:40].[Na+:37].[OH2:26].[OH2:27].[Sn:28]([Cl:29])([Cl:30])([Cl:31])[Cl:32]>>[CH2:1]([c:2]1[cH:3][cH:4][cH:5][cH:6][cH:7]1)[O:8][C:9](=[O:10])[CH2:11][CH2:12][N:13]1[CH2:14][c:15]2[cH:16][c:17]([NH2:23])[cH:18][cH:19][c:20]2[CH2:21][CH2:22]1.